This data is from the Open Reaction Database (ORD), a public repository of structured organic reaction records. The task is: describe an organic reaction: reactants, conditions, products, and yield Procedure details: To a 20 mL microwave vial was added 0.500 g (1.09 mmol) of 4-Chloro-benzoic acid N′-[2-(2,6-dichloro-phenyl)-3H-benzoimidazole-5-carbonyl]-hydrazide, 13 mL of THF, and 0.5187 g (2.18 mmol) of Burgess Reagent. The suspension was placed in the microwave at 150° C. for 20 min. The crude solution was concentrated and the residue was purified by silica gel column chromatography (ACN/DCM, 1:9 to 6:4) to give of the title compound. 1H NMR (400 MHz, DMSO-d6) δ ppm 7.62-7.67 (m, 1H) 7.68-7.74 (m, 4.5H) 7... Yields the product ClC1=CC=C(C=C1)C1=NN=C(O1)C=1C=CC2=C(NC(=N2)C2=C(C=CC=C2Cl)Cl)C1 (6-[5-(4-Chloro-phenyl)-[1,3,4]oxadiazol-2-yl]-2-(2,6-dichloro-phenyl)-1H-benzoimidazole). Starting materials: ClC1=C(C(=CC=C1)Cl)C=1NC2=C(N1)C=CC(=C2)C(=O)NNC(C2=CC=C(C=C2)Cl)=O (4-Chloro-benzoic acid N′-[2-(2,6-dichloro-phenyl)-3H-benzoimidazole-5-carbonyl]-hydrazide), CC[N+](CC)(CC)S(=O)(=O)N=C([O-])OC (Burgess Reagent). Solvent: C1CCOC1 (THF). Conditions: time 20 minute. As a reaction SMILES: [Cl:1][C:2]1[CH:7]=[CH:6][CH:5]=[C:4]([Cl:8])[C:3]=1[C:9]1[NH:10][C:11]2[CH:17]=[C:16]([C:18]([NH:20][NH:21][C:22](=O)[C:23]3[CH:28]=[CH:27][C:26]([Cl:29])=[CH:25][CH:24]=3)=[O:19])[CH:15]=[CH:14][C:12]=2[N:13]=1.CC[N+](S(N=C(OC)[O-])(=O)=O)(CC)CC>C1COCC1>[Cl:29][C:26]1[CH:27]=[CH:28][C:23]([C:22]2[O:19][C:18]([C:16]3[CH:15]=[CH:14][C:12]4[N:13]=[C:9]([C:3]5[C:4]([Cl:8])=[CH:5][CH:6]=[CH:7][C:2]=5[Cl:1])[NH:10][C:11]=4[CH:17]=3)=[N:20][N:21]=2)=[CH:24][CH:25]=1. The reactants are CC1(CC(CC(C1)(C)C)C1=C(C=CC=C1)OS(=O)(=O)C(F)(F)F)C (trifluoromethanesulfonic acid 2-(3,3,5,5-tetramethylcyclohexyl)phenyl ester), C(C)(C)(C)OC(=O)N1CCC(=CC1)B1OC(C(O1)(C)C)(C)C (4-(4,4,5,5-tetramethyl-[1,3,2]dioxaborolan-2-yl)-3,6-dihydro-2H-pyridine-1-carboxylic acid t-butyl ester), COCCOC (1,2-dimethoxyethane), aqueous solution, C([O-])([O-])=O.[Na+].[Na+] (sodium carbonate). The reagents and catalysts are C=1C=CC(=CC1)[P](C=2C=CC=CC2)(C=3C=CC=CC3)[Pd]([P](C=4C=CC=CC4)(C=5C=CC=CC5)C=6C=CC=CC6)([P](C=7C=CC=CC7)(C=8C=CC=CC8)C=9C=CC=CC9)[P](C=1C=CC=CC1)(C=1C=CC=CC1)C=1C=CC=CC1 (tetrakis(triphenylphosphine)palladium). The solvent is C(C)(=O)OCC (ethyl acetate), [Cl-].[Na+].O (Brine). Run at temperature 90 celsius, time 8 hour. The product is C(C)(C)(C)OC(=O)N1CCC(=CC1)C1=C(C=CC=C1)C1CC(CC(C1)(C)C)(C)C (4-[2-(3,3,5,5-Tetramethylcyclohexyl)phenyl]-3,6-dihydro-2H-pyridine-1-carboxylic acid t-butyl ester). Isolated yield 70.3%. RXN SMILES: [CH3:1][C:2]1([CH3:24])[CH2:7][C:6]([CH3:9])([CH3:8])[CH2:5][CH:4]([C:10]2[CH:15]=[CH:14][CH:13]=[CH:12][C:11]=2OS(C(F)(F)F)(=O)=O)[CH2:3]1.[C:25]([O:29][C:30]([N:32]1[CH2:37][CH:36]=[C:35](B2OC(C)(C)C(C)(C)O2)[CH2:34][CH2:33]1)=[O:31])([CH3:28])([CH3:27])[CH3:26].COCCOC.C(=O)([O-])[O-].[Na+].[Na+]>[Cl-].[Na+].O.C1C=CC([P]([Pd]([P](C2C=CC=CC=2)(C2C=CC=CC=2)C2C=CC=CC=2)([P](C2C=CC=CC=2)(C2C=CC=CC=2)C2C=CC=CC=2)[P](C2C=CC=CC=2)(C2C=CC=CC=2)C2C=CC=CC=2)(C2C=CC=CC=2)C2C=CC=CC=2)=CC=1.C(OCC)(=O)C>[C:25]([O:29][C:30]([N:32]1[CH2:33][CH:34]=[C:35]([C:11]2[CH:12]=[CH:13][CH:14]=[CH:15][C:10]=2[CH:4]2[CH2:3][C:2]([CH3:1])([CH3:24])[CH2:7][C:6]([CH3:8])([CH3:9])[CH2:5]2)[CH2:36][CH2:37]1)=[O:31])([CH3:28])([CH3:26])[CH3:27] |f:3.4.5,6.7.8,^1:65,67,86,105|. Procedure details: To a mixture of trifluoromethanesulfonic acid 2-(3,3,5,5-tetramethylcyclohexyl)phenyl ester (830 mg, 2.55 mmol) produced in Example (102c), 4-(4,4,5,5-tetramethyl-[1,3,2]dioxaborolan-2-yl)-3,6-dihydro-2H-pyridine-1-carboxylic acid t-butyl ester (631 mg, 2.04 mmol) (Paul R. Eastwood, Tetrahedron Lett., 2000, 41, 3705) and 1,2-dimethoxyethane (20 mL) were added tetrakis(triphenylphosphine)palladium (147 mg, 0.13 mmol) and 2N aqueous solution of sodium carbonate (3.8 mL, 7.6 mmol), followed by stir...